The task is: describe an organic reaction: reactants, conditions, products, and yield. This data is from the Open Reaction Database (ORD), a public repository of structured organic reaction records. Reactants: C(CCCCCCCCCCCCCCC)SCC(CN)OC (3-hexadecylthio-2-methoxypropylamine), CNC(=O)OC(CO)COC(NCCCCCCCCCCCCCCCCCC)=O (2-Methylcarbamoyloxy-3-octadecylcarbamoyloxypropanol), C(CCCCCCCCCCCCCCC)SCC(COC(C1=CC=CC=C1)(C1=CC=CC=C1)C1=CC=CC=C1)OC(NC)=O (1-hexadecylthio-2-methylcarbamoyloxy-3-trityloxypropane). Yields the product NCC1(OCCC1)COC(NCCCCCCCCCCCCCCCCCC)=O (2-Aminomethyl-2-octadecylcarbamoyloxymethyltetrahydrofuran), C(CCCCCCCCCCCCCCC)SCC(COC(C1=CC=CC=C1)(C1=CC=CC=C1)C1=CC=CC=C1)OC(NC)=O (1-hexadecylthio-2-methylcarbamoyloxy-3-trityloxypropane). As a reaction SMILES: CN[C:3]([O:5][CH:6]([CH2:9][O:10][C:11](=[O:31])[NH:12][CH2:13][CH2:14][CH2:15][CH2:16][CH2:17][CH2:18][CH2:19][CH2:20][CH2:21][CH2:22][CH2:23][CH2:24][CH2:25][CH2:26][CH2:27][CH2:28][CH2:29][CH3:30])[CH2:7]O)=O.[CH2:32]([S:48][CH2:49][CH:50]([O:72][C:73](=[O:76])[NH:74][CH3:75])[CH2:51][O:52][C:53]([C:66]1[CH:71]=[CH:70][CH:69]=[CH:68][CH:67]=1)([C:60]1[CH:65]=[CH:64][CH:63]=[CH:62][CH:61]=1)[C:54]1[CH:59]=[CH:58][CH:57]=[CH:56][CH:55]=1)[CH2:33][CH2:34][CH2:35][CH2:36][CH2:37][CH2:38][CH2:39][CH2:40][CH2:41][CH2:42][CH2:43][CH2:44][CH2:45][CH2:46][CH3:47].[CH2:77](SCC(OC)CN)CCCCCCCCCCCCCCC>>[NH2:74][CH2:73][C:6]1([CH2:9][O:10][C:11](=[O:31])[NH:12][CH2:13][CH2:14][CH2:15][CH2:16][CH2:17][CH2:18][CH2:19][CH2:20][CH2:21][CH2:22][CH2:23][CH2:24][CH2:25][CH2:26][CH2:27][CH2:28][CH2:29][CH3:30])[CH2:7][CH2:77][CH2:3][O:5]1.[CH2:32]([S:48][CH2:49][CH:50]([O:72][C:73](=[O:76])[NH:74][CH3:75])[CH2:51][O:52][C:53]([C:66]1[CH:71]=[CH:70][CH:69]=[CH:68][CH:67]=1)([C:60]1[CH:61]=[CH:62][CH:63]=[CH:64][CH:65]=1)[C:54]1[CH:55]=[CH:56][CH:57]=[CH:58][CH:59]=1)[CH2:33][CH2:34][CH2:35][CH2:36][CH2:37][CH2:38][CH2:39][CH2:40][CH2:41][CH2:42][CH2:43][CH2:44][CH2:45][CH2:46][CH3:47]. Procedure: 2-Methylcarbamoyloxy-3-octadecylcarbamoyloxypropanol V c2 is allowed to react and worked up by the same procedure as described in (3) to give an amine IV c2 of m.p. 91°-92° C. The summary of the experimental condition and the physical data of the product are listed in the Table 5 and 6. Reactants: Fc1ccc(CBr)cc1, CCC(=O)CC(=O)OC, CN(C)C=O, [H-], [Na+], C1CCOC1. Yields the product CCC(=O)C(Cc1ccc(F)cc1)C(=O)OC. Reaction SMILES: [Br:12][CH2:13][c:14]1[cH:15][cH:16][c:17]([F:20])[cH:18][cH:19]1.[CH3:1][O:2][C:3]([CH2:4][C:5]([CH2:6][CH3:7])=[O:8])=[O:9].[CH3:21][N:22]([CH3:23])[CH:24]=[O:25].[H-:10].[Na+:11].[O:26]1[CH2:27][CH2:28][CH2:29][CH2:30]1>>[CH3:1][O:2][C:3]([CH:4]([C:5]([CH2:6][CH3:7])=[O:8])[CH2:13][c:14]1[cH:15][cH:16][c:17]([F:20])[cH:18][cH:19]1)=[O:9]. Reactants: OCCNCc1ccccc1, CS(=O)(=O)OCC1CCC(=O)N1. The product is O=C1CCC(CN(CCO)Cc2ccccc2)N1. Reaction SMILES: [CH2:13]([c:14]1[cH:15][cH:16][cH:17][cH:18][cH:19]1)[NH:20][CH2:21][CH2:22][OH:23].[O:1]=[C:2]1[CH2:3][CH2:4][CH:5]([CH2:7][O:8][S:9]([CH3:10])(=[O:11])=[O:12])[NH:6]1>>[O:1]=[C:2]1[CH2:3][CH2:4][CH:5]([CH2:7][N:20]([CH2:13][c:14]2[cH:15][cH:16][cH:17][cH:18][cH:19]2)[CH2:21][CH2:22][OH:23])[NH:6]1. The reactants are N[C@H](C(=O)O)CC1=CC=C(C=C1)OCCC=1N=C(OC1C)C1=CC=CC=C1 ((2S)-2-amino-3-{4-[2-(5-methyl-2-phenyl-1,3oxazol-4-yl)ethoxy]phenyl}propanoic acid), FC1=C(C=CC=C1F)C(C#CC)=O (1-(2,3-difluorophenyl)-2-butyn-1-one). Yields the product FC1=C(C=CC=C1F)C(\C=C(\C)/N[C@H](C(=O)O)CC1=CC=C(C=C1)OCCC=1N=C(OC1C)C1=CC=CC=C1)=O ((2S)-2-{[(Z)-3-(2,3-difluorophenyl)-1-methyl-3-oxo-1-propenyl]amino}-3-{4-[2-(5-methyl-2-phenyl-1,3-oxazol-4-yl)ethoxy]phenyl}propanoic acid), Example 38. Isolated yield 18.0%. RXN SMILES: [NH2:1][C@@H:2]([CH2:6][C:7]1[CH:12]=[CH:11][C:10]([O:13][CH2:14][CH2:15][C:16]2[N:17]=[C:18]([C:22]3[CH:27]=[CH:26][CH:25]=[CH:24][CH:23]=3)[O:19][C:20]=2[CH3:21])=[CH:9][CH:8]=1)[C:3]([OH:5])=[O:4].[F:28][C:29]1[C:34]([F:35])=[CH:33][CH:32]=[CH:31][C:30]=1[C:36](=[O:40])[C:37]#[C:38][CH3:39]>>[F:28][C:29]1[C:34]([F:35])=[CH:33][CH:32]=[CH:31][C:30]=1[C:36](=[O:40])/[CH:37]=[C:38](\[NH:1][C@@H:2]([CH2:6][C:7]1[CH:12]=[CH:11][C:10]([O:13][CH2:14][CH2:15][C:16]2[N:17]=[C:18]([C:22]3[CH:27]=[CH:26][CH:25]=[CH:24][CH:23]=3)[O:19][C:20]=2[CH3:21])=[CH:9][CH:8]=1)[C:3]([OH:5])=[O:4])/[CH3:39]. Reported procedure: The title compound was prepared (as described above for the preparation of Example 12) from 120 mg (0.33 mmol) of Intermediate 45 and 59 mg (0.33 mmol) of Intermediate 40 to yield 32 mg (18% yield) of Example 38: TLC (DCM/MeOH (4:1): Rf=0.72; 1H NMR (DMSO-d6, 300 MHz) δ11.43 (d, 1H, J=9.8), 7.97 (m, 2H), 7.56 (m, 5 h), 7.28 (m, 1H), 7.19 (d, 2H, J=8.0) 6.91 (d, 2H, J=8.0), 5.34 (s, 1H), 4.21 (m, 3H), 3.21 (m, 2H), 2.98 (t, 2H, J=6.6), 2.84 9 m, 1H), 2.40 (s, 3H), 1.78 (s, 3H); low resolution MS ... Reactants: CN(CC1=CC=CC=C1)CCC=1NC2=CC=C(C=C2C1)C(=O)N (2-[(methyl(phenylmethyl)amino]ethyl]-1H-indole-5-carboxamide), reduced palladium oxide. Product: C(C)O.CNCCC1=CNC2=CC=C(C=C12)C(=O)N (3-[2-(Methylamino)ethyl]-1H-indole-5-carboxamide compound with ethanol). Procedure details: A solution of 3-[2-[(methyl(phenylmethyl)amino]ethyl]-1H-indole-5-carboxamide (1.05 g) in absolute ethanol (200 ml) was hydrogenated over pre-reduced palladium oxide on charcoal (10%, 0.5 g) for 2.5 hours at room temperature and pressure. The catalyst was filtered off and the filtrate evaporated in vacuo to give the title compound (0.7 g) as a colourless crystalline solid. T.L.C. Silica, ethanol:water (1:1) Rf 0.3 Run in C(C)O (ethanol). RXN SMILES: CN(CC[C:12]1[NH:13][C:14]2[C:19]([CH:20]=1)=[CH:18][C:17]([C:21]([NH2:23])=[O:22])=[CH:16][CH:15]=2)CC1C=CC=CC=1>C(O)C>[CH2:21]([OH:22])[CH3:17].[CH3:14][NH:13][CH2:12][CH2:20][C:20]1[C:19]2[C:14](=[CH:15][CH:16]=[C:17]([C:21]([NH2:23])=[O:22])[CH:18]=2)[NH:13][CH:12]=1 |f:2.3|. Isolated yield 155.6%. The reactants are C(C)(C)OC1=C(C=C(COC2=CC=3C=C4N(C3C=C2)CCC4CC(=O)OC(C)(C)C)C=C1)C(F)(F)F (tert-butyl 2-(7-(4-isopropoxy-3-(trifluoromethyl)benzyloxy)-2,3-dihydro-1H-pyrrolo[1,2-a]indol-1-yl)acetate), solution, [Li+].[OH-] (LiOH), Cl (HCl). The solvent is dioxanes. Conditions: temperature 70 celsius, time 4 hour. The product is C(C)(C)OC1=C(C=C(COC2=CC=3C=C4N(C3C=C2)CCC4CC(=O)O)C=C1)C(F)(F)F (2-(7-(4-Isopropoxy-3-(trifluoromethyl)benzyloxy)-2,3-dihydro-1H-pyrrolo[1,2-a]indol-1-yl)acetic Acid). The yield is 36.9%. Reaction SMILES: [CH:1]([O:4][C:5]1[CH:32]=[CH:31][C:8]([CH2:9][O:10][C:11]2[CH:19]=[CH:18][C:17]3[N:16]4[CH2:20][CH2:21][CH:22]([CH2:23][C:24]([O:26]C(C)(C)C)=[O:25])[C:15]4=[CH:14][C:13]=3[CH:12]=2)=[CH:7][C:6]=1[C:33]([F:36])([F:35])[F:34])([CH3:3])[CH3:2].[Li+].[OH-].Cl>>[CH:1]([O:4][C:5]1[CH:32]=[CH:31][C:8]([CH2:9][O:10][C:11]2[CH:19]=[CH:18][C:17]3[N:16]4[CH2:20][CH2:21][CH:22]([CH2:23][C:24]([OH:26])=[O:25])[C:15]4=[CH:14][C:13]=3[CH:12]=2)=[CH:7][C:6]=1[C:33]([F:36])([F:34])[F:35])([CH3:3])[CH3:2] |f:1.2|. Procedure details: To a solution of tert-butyl 2-(7-(4-isopropoxy-3-(trifluoromethyl)benzyloxy)-2,3-dihydro-1H-pyrrolo[1,2-a]indol-1-yl)acetate (0.418 g, 0.830 mmol) in dioxanes (10 mL) was added 1.0 M solution of LiOH (aq, 2.5 mL). The reaction was stirred at 70° C. for 4 h and acidified with 1M HCl (aq) to pH 3.0. The mixture was extracted with EtOAc, dried over Na2SO4, filtered, and concentrated. The residue was purified by silica gel column chromatography to give the title compound as a yellow solid (137 mg). ... The reactants are COC(=O)C=1C=C(C=CC1)C1=CC(=CC=C1)OCCN (methyl-3′-[(2-amino)ethoxy]-[1,1′-biphenyl]-3-carboxylate), ClC=1C=C([C@@H]2CO2)C=CC1 ((R)-(-)-3-chlorostyrene oxide). The solvent is [N+](=O)([O-])C (nitromethane). The product is COC(=O)C=1C=C(C=CC1)C1=CC(=CC=C1)OCCNC[C@H](O)C1=CC(=CC=C1)Cl ((R)-3′-[2-[[2-(3-Chlorophenyl)-2-hydroxyethyl]amino]ethoxy]-[1,1′-biphenyl]-3-carboxylic acid methyl ester). Isolated yield 55.8%. RXN SMILES: [CH3:1][O:2][C:3]([C:5]1[CH:6]=[C:7]([C:11]2[CH:16]=[CH:15][CH:14]=[C:13]([O:17][CH2:18][CH2:19][NH2:20])[CH:12]=2)[CH:8]=[CH:9][CH:10]=1)=[O:4].[Cl:21][C:22]1[CH:23]=[C:24]([CH:28]=[CH:29][CH:30]=1)[C@H:25]1[O:27][CH2:26]1>[N+](C)([O-])=O>[CH3:1][O:2][C:3]([C:5]1[CH:6]=[C:7]([C:11]2[CH:16]=[CH:15][CH:14]=[C:13]([O:17][CH2:18][CH2:19][NH:20][CH2:26][C@@H:25]([C:24]3[CH:28]=[CH:29][CH:30]=[C:22]([Cl:21])[CH:23]=3)[OH:27])[CH:12]=2)[CH:8]=[CH:9][CH:10]=1)=[O:4]. Procedure details: A solution of methyl-3′-[(2-amino)ethoxy]-[1,1′-biphenyl]-3-carboxylate (284.5 mg) and (R)-(-)-3-chlorostyrene oxide (124 mg) in nitromethane (4.0 mL) was heated at 70-75° C. for 20 h. The mixture was concentrated with a rotary evaporator to afford the crude product. Purification by silica gel chromatography (eluting with ethyl acetate followed by 10:1 ethyl acetate: methanol followed by 3:1 ethyl acetate: methanol) afforded the title compound (190.6 mg) as a colorless oil. Procedure details: To a stirred solution of (S)-4-{(Z)-2-[1-(4-chloro-phenyl)-cyclopropyl]-vinyl}-2,2-dimethyl-oxazolidine-3-carboxylic acid tert-butyl ester (0.55 g) at room temperature in methanol (2 ml) under an argon atmosphere was added platinum oxide (31 mg). The mixture was stirred at r.t. under a hydrogen atmosphere for 1 hour. The catalyst was filtered off, the filtrate was concentrated and purified by column chromatography (SiO2; heptane/EtOAc) to give (S)-4-{2-[1-(4-chloro-phenyl)-cyclopropyl]-ethyl}-2,... RXN SMILES: [C:1]([O:5][C:6]([N:8]1[C@@H:12](/[CH:13]=[CH:14]\[C:15]2([C:18]3[CH:23]=[CH:22][C:21]([Cl:24])=[CH:20][CH:19]=3)[CH2:17][CH2:16]2)[CH2:11][O:10][C:9]1([CH3:26])[CH3:25])=[O:7])([CH3:4])([CH3:3])[CH3:2]>CO.[Pt]=O>[C:1]([O:5][C:6]([N:8]1[C@@H:12]([CH2:13][CH2:14][C:15]2([C:18]3[CH:19]=[CH:20][C:21]([Cl:24])=[CH:22][CH:23]=3)[CH2:17][CH2:16]2)[CH2:11][O:10][C:9]1([CH3:26])[CH3:25])=[O:7])([CH3:4])([CH3:2])[CH3:3]. The solvent is CO (methanol). Yield: 90.4%. Reagents/catalysts: [Pt]=O (platinum oxide). The reactants are C(C)(C)(C)OC(=O)N1C(OC[C@@H]1\C=C/C1(CC1)C1=CC=C(C=C1)Cl)(C)C ((S)-4-{(Z)-2-[1-(4-chloro-phenyl)-cyclopropyl]-vinyl}-2,2-dimethyl-oxazolidine-3-carboxylic acid tert-butyl ester). The product is C(C)(C)(C)OC(=O)N1C(OC[C@@H]1CCC1(CC1)C1=CC=C(C=C1)Cl)(C)C ((S)-4-{2-[1-(4-chloro-phenyl)-cyclopropyl]-ethyl}-2,2-dimethyl-oxazolidine-3-carboxylic acid tert-butyl ester). Run at time 1 hour. Reactants: FC=1C=C2C=CNC2=C(C1)C (5-Fluoro-7-methyl-1H-indole), ClC1=NC(=NC=C1)NC1CC(NC(C1)(C)C)(C)C ((4-chloro-pyrimidin-2-yl)-(2,2,6,6-tetramethyl-piperidin-4-yl)-amine), CCCC[N+](CCCC)(CCCC)CCCC.[F-] (TBAF). Product: FC=1C=C2C(=CNC2=C(C1)C)C1=NC(=NC=C1)NC1CC(NC(C1)(C)C)(C)C ([4-(5-Fluoro-7-methyl-1H-indol-3-yl)-pyrimidin-2-yl]-(2,2,6,6-tetramethyl-piperidin-4-yl)-amine). Reaction SMILES: [F:1][C:2]1[CH:3]=[C:4]2[C:8](=[C:9]([CH3:11])[CH:10]=1)[NH:7][CH:6]=[CH:5]2.Cl[C:13]1[CH:18]=[CH:17][N:16]=[C:15]([NH:19][CH:20]2[CH2:25][C:24]([CH3:27])([CH3:26])[NH:23][C:22]([CH3:29])([CH3:28])[CH2:21]2)[N:14]=1.CCCC[N+](CCCC)(CCCC)CCCC.[F-]>>[F:1][C:2]1[CH:3]=[C:4]2[C:8](=[C:9]([CH3:11])[CH:10]=1)[NH:7][CH:6]=[C:5]2[C:17]1[CH:18]=[CH:13][N:14]=[C:15]([NH:19][CH:20]2[CH2:25][C:24]([CH3:27])([CH3:26])[NH:23][C:22]([CH3:29])([CH3:28])[CH2:21]2)[N:16]=1 |f:2.3|. Procedure details: The title compound was prepared as described in Example 215, starting from SEM-protected 5-Fluoro-7-methyl-1H-indole (prepared by Sugasawa synthesis starting from 4-fluoro-2-methyl-phenylamine, J. Med. Chem. 1990, 33, 2777) and (4-chloro-pyrimidin-2-yl)-(2,2,6,6-tetramethyl-piperidin-4-yl)-amine, followed by cleavage of the SEM protecting group with TBAF. Yield: 2.00 g (69%). Reactants: crystals, N1=C(C=CC=C1)N1C(NC=2C1=NC=CC2)=O (3-(2-pyridyl)-1,3-dihydro-imidazo-(4,5-b)-pyridin-2-one), [OH-].[Na+] (sodium hydroxide), CI (methyl iodide). The solvent is CO (methanol). Conditions: time 8 hour. Product: CN1C(N(C2=NC=CC=C21)C2=NC=CC=C2)=O (1-methyl-3-(2-pyridyl)-1,3-dihydro-imidazo-(4,5-b)-pyridin-2-one). Yield: 61.9%. RXN SMILES: [N:1]1[CH:6]=[CH:5][CH:4]=[CH:3][C:2]=1[N:7]1[C:11]2=[N:12][CH:13]=[CH:14][CH:15]=[C:10]2[NH:9][C:8]1=[O:16].[OH-].[Na+].[CH3:19]I>CO>[CH3:19][N:9]1[C:10]2[C:11](=[N:12][CH:13]=[CH:14][CH:15]=2)[N:7]([C:2]2[CH:3]=[CH:4][CH:5]=[CH:6][N:1]=2)[C:8]1=[O:16] |f:1.2|. Procedure: A suspension of 10.6 g of the product of Step C and 5 g of sodium hydroxide pastilles in 800 ml of methanol was refluxed for 30 minutes and the mixture was then stirred at room temperature until complete dissolution occured (about 2 hours). 45.6 g of methyl iodide were then added dropwise and the mixture was stirred for another 4 hours at room temperature and then allowed to stand overnight. The mixture was evaporated to dryness and the residue was dissolved in 700 ml of water. The aqueous phase...